This data is from the Open Reaction Database (ORD), a public repository of structured organic reaction records. The task is: describe an organic reaction: reactants, conditions, products, and yield The reactants are [OH-].[Na+] (sodium hydroxide), CC1=C(NC2=CC=CC=C2C1=O)COC1=CC(=C(C(=O)OCC)C=C1)OCC1CCOCC1 (ethyl 4-[(3-methyl-4-oxo-1,4-dihydroquinolin-2-yl)methoxy]-2-(tetrahydro-2H-pyran-4-ylmethoxy)benzoate), Cl (hydrochloric acid). The solvent is C(C)O (ethanol). Product: CC1=C(NC2=CC=CC=C2C1=O)COC1=CC(=C(C(=O)O)C=C1)OCC1CCOCC1 (4-[(3-methyl-4-oxo-1,4-dihydroquinolin-2-yl)methoxy]-2-(tetrahydro-2H-pyran-4-ylmethoxy)benzoic acid). Isolated yield 96.9%. Reaction SMILES: [CH3:1][C:2]1[C:11](=[O:12])[C:10]2[C:5](=[CH:6][CH:7]=[CH:8][CH:9]=2)[NH:4][C:3]=1[CH2:13][O:14][C:15]1[CH:25]=[CH:24][C:18]([C:19]([O:21]CC)=[O:20])=[C:17]([O:26][CH2:27][CH:28]2[CH2:33][CH2:32][O:31][CH2:30][CH2:29]2)[CH:16]=1.[OH-].[Na+].Cl>C(O)C>[CH3:1][C:2]1[C:11](=[O:12])[C:10]2[C:5](=[CH:6][CH:7]=[CH:8][CH:9]=2)[NH:4][C:3]=1[CH2:13][O:14][C:15]1[CH:25]=[CH:24][C:18]([C:19]([OH:21])=[O:20])=[C:17]([O:26][CH2:27][CH:28]2[CH2:29][CH2:30][O:31][CH2:32][CH2:33]2)[CH:16]=1 |f:1.2|. Procedure: To ethyl 4-[(3-methyl-4-oxo-1,4-dihydroquinolin-2-yl)methoxy]-2-(tetrahydro-2H-pyran-4-ylmethoxy)benzoate (110 mg) were added ethanol (3 mL) and a 0.5M aqueous sodium hydroxide solution (10 mL), and the mixture was stirred at room temperature for 4 hours. The reaction mixture was adjusted to a pH of 7 by adding 1M hydrochloric acid under ice-cooling. The resulting solid was collected by filtration, washed with water, and dried to obtain 4-[(3-methyl-4-oxo-1,4-dihydroquinolin-2-yl)methoxy]-2-(tet...